Dataset: the Open Reaction Database (ORD), a public repository of structured organic reaction records. Task: describe an organic reaction: reactants, conditions, products, and yield Starting materials: C[Si](C)(C)[N-][Si](C)(C)C, CCOCC, CCCCCC, Nc1ccc(C#CCCOC2CCCCO2)cc1F, O=C(O)c1ccc(F)c(F)c1F, [Li+]. Product: O=C(O)c1ccc(F)c(F)c1Nc1ccc(C#CCCOC2CCCCO2)cc1F. As a reaction SMILES: [CH3:33][Si:34]([N-:35][Si:36]([CH3:37])([CH3:38])[CH3:39])([CH3:40])[CH3:41].[CH3:42][CH2:43][O:44][CH2:45][CH3:46].[CH3:47][CH2:48][CH2:49][CH2:50][CH2:51][CH3:52].[F:13][c:14]1[c:15]([NH2:16])[cH:17][cH:18][c:19]([C:21]#[C:22][CH2:23][CH2:24][O:25][CH:26]2[O:27][CH2:28][CH2:29][CH2:30][CH2:31]2)[cH:20]1.[F:1][c:2]1[c:3]([C:4](=[O:5])[OH:6])[cH:7][cH:8][c:9]([F:12])[c:10]1[F:11].[Li+:32]>>[c:2]1([NH:16][c:15]2[c:14]([F:13])[cH:20][c:19]([C:21]#[C:22][CH2:23][CH2:24][O:25][CH:26]3[O:27][CH2:28][CH2:29][CH2:30][CH2:31]3)[cH:18][cH:17]2)[c:3]([C:4](=[O:5])[OH:6])[cH:7][cH:8][c:9]([F:12])[c:10]1[F:11]. RXN SMILES: [Cl:1][C:2]1[CH:8]=[CH:7][C:5](N)=[C:4]([F:9])[CH:3]=1.N(OCCC(C)C)=O.[CH:18]1[CH:23]=[CH:22][CH:21]=[CH:20][CH:19]=1>>[Cl:1][C:2]1[CH:8]=[CH:7][C:5]([C:18]2[CH:23]=[CH:22][CH:21]=[CH:20][CH:19]=2)=[C:4]([F:9])[CH:3]=1. Procedure: To a stirred solution of 4-chloro-2-fluoro-aniline (1.0 mL, 0.0090 mol) in benzene (50 mL) at room temperature under nitrogen was added in one portion neat iso-amyl nitrite (1.7 mL, 0.014 mol), and the mixture was slowly heated until gas evolution was observed (˜70° C.). The heat source was removed and the solution allowed to cool. After 10 minutes at room temperature, the mixture was heated to reflux, refluxed 2 hours and cooled. The solution was rotary evaporated to ˜3 mL and filtered through ... Yields the product ClC1=CC(=C(C=C1)C1=CC=CC=C1)F (4-chloro-2-fluoro-biphenyl). Reaction conditions: time 10 minute. Starting materials: ClC1=CC(=C(N)C=C1)F (4-chloro-2-fluoro-aniline), N(=O)OCCC(C)C (iso-amyl nitrite), C1=CC=CC=C1 (benzene). Reactants: C([O-])([O-])=O.[K+].[K+] (potassium carbonate), polyethylene glycol, COS(OC)(=O)=O (dimethylsulfuric acid), O (water), ClC1=C(C=C(C=C1)S(=O)(=O)NCCCCCCCCCCCCCCCC)[N+](=O)[O-] (4-chloro-3-nitro-N-hexadecylbenzenesulfonamide). Solvent: CC(=O)C (acetone), CC(=O)C (acetone). Yields the product ClC1=C(C=C(C=C1)S(=O)(=O)N(CCCCCCCCCCCCCCCC)C)[N+](=O)[O-] (4-chloro-3-nitro-N-methyl-N-hexadecylbenzenesulfonamide). Reaction SMILES: [Cl:1][C:2]1[CH:7]=[CH:6][C:5]([S:8]([NH:11][CH2:12][CH2:13][CH2:14][CH2:15][CH2:16][CH2:17][CH2:18][CH2:19][CH2:20][CH2:21][CH2:22][CH2:23][CH2:24][CH2:25][CH2:26][CH3:27])(=[O:10])=[O:9])=[CH:4][C:3]=1[N+:28]([O-:30])=[O:29].[C:31](=O)([O-])[O-].[K+].[K+].COS(=O)(=O)OC.O>CC(C)=O>[Cl:1][C:2]1[CH:7]=[CH:6][C:5]([S:8]([N:11]([CH3:31])[CH2:12][CH2:13][CH2:14][CH2:15][CH2:16][CH2:17][CH2:18][CH2:19][CH2:20][CH2:21][CH2:22][CH2:23][CH2:24][CH2:25][CH2:26][CH3:27])(=[O:9])=[O:10])=[CH:4][C:3]=1[N+:28]([O-:30])=[O:29] |f:1.2.3|. Procedure: 170 g of 4-chloro-3-nitro-N-hexadecylbenzenesulfonamide was dissolved in 640 ml of acetone. 79 g of potassium carbonate, 400 ml of polyethylene glycol, and 71 g of dimethylsulfuric acid were added to the solution. The admixture was heated under reflux for 5 hours. 240 ml of acetone was added to the solution. 870 ml of water was then added dropwise to the solution in such a manner that the temperature thereof was kept at 40° C. Upon cooling to room temperature, crystallization occurred. The cryst... Reactants: CCCCC(=O)O, Cl, Cl, Cl, NC1CCC(CCN2CCN(c3nccc4c3CCO4)CC2)CC1. Product: CCCCC(=O)NC1CCC(CCN2CCN(c3nccc4c3CCO4)CC2)CC1. Reaction SMILES: [CH3:28][CH2:29][CH2:30][CH2:31][C:32]([OH:33])=[O:34].[ClH:1].[ClH:2].[ClH:3].[O:4]1[CH2:5][CH2:6][c:7]2[c:8]([N:13]3[CH2:14][CH2:15][N:16]([CH2:19][CH2:20][CH:21]4[CH2:22][CH2:23][CH:24]([NH2:27])[CH2:25][CH2:26]4)[CH2:17][CH2:18]3)[n:9][cH:10][cH:11][c:12]21>>[O:4]1[CH2:5][CH2:6][c:7]2[c:8]([N:13]3[CH2:14][CH2:15][N:16]([CH2:19][CH2:20][CH:21]4[CH2:22][CH2:23][CH:24]([NH:27][C:32]([CH2:31][CH2:30][CH2:29][CH3:28])=[O:33])[CH2:25][CH2:26]4)[CH2:17][CH2:18]3)[n:9][cH:10][cH:11][c:12]21. The reactants are CCOc1c(Nc2ccccc2O)c(=O)c1=O, Cc1ccccc1N, CS(C)=O. Product: Cc1ccccc1Nc1c(Nc2ccccc2O)c(=O)c1=O. Reaction SMILES: [CH2:1]([O:2][c:4]1[c:5](=[O:17])[c:6](=[O:16])[c:7]1[NH:8][c:9]1[c:10]([OH:15])[cH:11][cH:12][cH:13][cH:14]1)[CH3:3].[CH3:18][c:19]1[c:20]([NH2:21])[cH:22][cH:23][cH:24][cH:25]1.[CH3:26][S:27]([CH3:28])=[O:29]>>[c:4]1([NH:21][c:20]2[c:19]([CH3:18])[cH:25][cH:24][cH:23][cH:22]2)[c:5](=[O:17])[c:6](=[O:16])[c:7]1[NH:8][c:9]1[c:10]([OH:15])[cH:11][cH:12][cH:13][cH:14]1. The solvent is C1CCOC1 (THF). Procedure details: To a solution of N4-t-butyldiphenylsiloxy-N1-[2,2-Dimethyl-1(S)-(hydroxymethyl)propyl]-2(R)-[3-[4-(pyridin-4-yl)phenyl]-1H-pyrrol-1-yl]succinamide (112 mg, 0.160 mmol) in THF (5 mL) was added a solution of tetra-n-butylammonium fluoride (0.20 mL of 1M in THF). After 1.25 hours at ambient temperature, the mixture was added dropwise to 1M pH7 phosphate buffer (40 mL). The resultant precipitate was collected by filtration and washed with H2O. A solution in CH2Cl2/MeOH was passed through a 0.45μ syr... Isolated yield 41.6%. Product: CC([C@@H](CO)NC([C@@H](CC(=O)NO)N1C=C(C=C1)C1=CC=C(C=C1)C1=CC=NC=C1)=O)(C)C (N1-[2,2-Dimethyl-1(S)-(hydroxymethyl)propyl]-N4-hydroxy-2(R)-[3-[4-(pyridin-4-yl)phenyl]-1H-pyrrol-1-yl]succinamide). Reactants: O([Si](C1=CC=CC=C1)(C1=CC=CC=C1)C(C)(C)C)NC(C[C@H](C(=O)N[C@@H](C(C)(C)C)CO)N1C=C(C=C1)C1=CC=C(C=C1)C1=CC=NC=C1)=O (N4-t-butyldiphenylsiloxy-N1-[2,2-Dimethyl-1(S)-(hydroxymethyl)propyl]-2(R)-[3-[4-(pyridin-4-yl)phenyl]-1H-pyrrol-1-yl]succinamide), [F-].C(CCC)[N+](CCCC)(CCCC)CCCC (tetra-n-butylammonium fluoride), P(=O)([O-])([O-])[O-] (phosphate). As a reaction SMILES: [O:1]([NH:19][C:20](=[O:50])[CH2:21][C@@H:22]([N:33]1[CH:37]=[CH:36][C:35]([C:38]2[CH:43]=[CH:42][C:41]([C:44]3[CH:49]=[CH:48][N:47]=[CH:46][CH:45]=3)=[CH:40][CH:39]=2)=[CH:34]1)[C:23]([NH:25][C@H:26]([CH2:31][OH:32])[C:27]([CH3:30])([CH3:29])[CH3:28])=[O:24])[Si](C(C)(C)C)(C1C=CC=CC=1)C1C=CC=CC=1.[F-].C([N+](CCCC)(CCCC)CCCC)CCC.P([O-])([O-])([O-])=O>C1COCC1>[CH3:28][C:27]([CH3:30])([CH3:29])[C@H:26]([NH:25][C:23](=[O:24])[C@H:22]([N:33]1[CH:37]=[CH:36][C:35]([C:38]2[CH:43]=[CH:42][C:41]([C:44]3[CH:49]=[CH:48][N:47]=[CH:46][CH:45]=3)=[CH:40][CH:39]=2)=[CH:34]1)[CH2:21][C:20]([NH:19][OH:1])=[O:50])[CH2:31][OH:32] |f:1.2|. Run at time 1.25 hour.